Dataset: the Open Reaction Database (ORD), a public repository of structured organic reaction records. Task: describe an organic reaction: reactants, conditions, products, and yield Starting materials: CN(C)C=O, O=C(c1ccc(F)cc1C(F)(F)F)N1Cc2cccn2Cc2ccccc21, [H-], [Na+], c1cn[nH]c1. The product is O=C(c1ccc(-n2cccn2)cc1C(F)(F)F)N1Cc2cccn2Cc2ccccc21. As a reaction SMILES: [CH3:35][N:36]([CH3:37])[CH:38]=[O:39].[F:1][c:2]1[cH:3][c:4]([C:24]([F:25])([F:26])[F:27])[c:5]([C:8](=[O:9])[N:10]2[CH2:11][c:12]3[n:13]([cH:21][cH:22][cH:23]3)[CH2:14][c:15]3[c:16]2[cH:17][cH:18][cH:19][cH:20]3)[cH:6][cH:7]1.[H-:28].[Na+:29].[nH:30]1[n:31][cH:32][cH:33][cH:34]1>>[c:2]1(-[n:30]2[n:31][cH:32][cH:33][cH:34]2)[cH:3][c:4]([C:24]([F:25])([F:26])[F:27])[c:5]([C:8](=[O:9])[N:10]2[CH2:11][c:12]3[n:13]([cH:21][cH:22][cH:23]3)[CH2:14][c:15]3[c:16]2[cH:17][cH:18][cH:19][cH:20]3)[cH:6][cH:7]1. The reactants are CC(C)(C)[O-], O=c1c(Cl)c(Cl)cnn1C1CCCCO1, N#CCc1ccccc1C(F)(F)F, [K+], C1CCOC1. Yields the product N#CC(c1ccccc1C(F)(F)F)c1cnn(C2CCCCO2)c(=O)c1Cl. Reaction SMILES: [CH3:29][C:30]([CH3:31])([O-:32])[CH3:33].[Cl:1][c:2]1[c:3](=[O:15])[n:4]([CH:9]2[O:10][CH2:11][CH2:12][CH2:13][CH2:14]2)[n:5][cH:6][c:7]1[Cl:8].[F:16][C:17]([c:18]1[c:19]([CH2:24][C:25]#[N:26])[cH:20][cH:21][cH:22][cH:23]1)([F:27])[F:28].[K+:34].[O:35]1[CH2:36][CH2:37][CH2:38][CH2:39]1>>[Cl:1][c:2]1[c:3](=[O:15])[n:4]([CH:9]2[O:10][CH2:11][CH2:12][CH2:13][CH2:14]2)[n:5][cH:6][c:7]1[CH:24]([c:19]1[c:18]([C:17]([F:16])([F:27])[F:28])[cH:23][cH:22][cH:21][cH:20]1)[C:25]#[N:26]. Starting materials: C1CCOC1, COC(=O)c1ccc2c(-c3cccc(C(F)(F)F)c3)c[nH]c2c1, [Li+], [OH-], O, O. Yields the product O=C(O)c1ccc2c(-c3cccc(C(F)(F)F)c3)c[nH]c2c1. Reaction SMILES: [CH2:27]1[O:28][CH2:29][CH2:30][CH2:31]1.[F:1][C:2]([c:3]1[cH:4][c:5](-[c:9]2[cH:10][nH:11][c:12]3[cH:13][c:14]([C:18](=[O:19])[O:20][CH3:21])[cH:15][cH:16][c:17]23)[cH:6][cH:7][cH:8]1)([F:22])[F:23].[Li+:25].[OH-:24].[OH2:26].[OH2:32]>>[F:1][C:2]([c:3]1[cH:4][c:5](-[c:9]2[cH:10][nH:11][c:12]3[cH:13][c:14]([C:18](=[O:19])[OH:20])[cH:15][cH:16][c:17]23)[cH:6][cH:7][cH:8]1)([F:22])[F:23].